This data is from the Open Reaction Database (ORD), a public repository of structured organic reaction records. The task is: describe an organic reaction: reactants, conditions, products, and yield Reactants: ClC1=C/C(/NC2=CC=CC=C12)=C/1\C(=NNC1=O)CC1=CC=CC=C1 ((Z)-4-(4-chloroquinolin-2(1H)-ylidene)-3-benzyl-1H-pyrazol-5(4H)-one), C(C)(=O)NC1=CC=C(C=C1)S (4-actamidothiophenol), C27H22N4O2S. Yields the product C(C1=CC=CC=C1)C/1=NNC(\C1=C\1/NC2=CC=CC=C2C(=C1)SC1=CC=C(C=C1)NC(C)=O)=O ((Z)—N-(4-(2-(3-benzyl-5-oxo-1H-pyrazol-4(5H)-ylidene)-1,2-dihydroquinolin-4-ylthio)phenyl)acetamide). As a reaction SMILES: Cl[C:2]1[C:11]2[C:6](=[CH:7][CH:8]=[CH:9][CH:10]=2)[NH:5]/[C:4](=[C:12]2/[C:13]([CH2:18][C:19]3[CH:24]=[CH:23][CH:22]=[CH:21][CH:20]=3)=[N:14][NH:15][C:16]/2=[O:17])/[CH:3]=1.[C:25]([NH:28][C:29]1[CH:34]=[CH:33][C:32]([SH:35])=[CH:31][CH:30]=1)(=[O:27])[CH3:26]>>[CH2:18]([C:13]1=[N:14][NH:15][C:16](=[O:17])/[C:12]/1=[C:4]1\[NH:5][C:6]2[C:11]([C:2]([S:35][C:32]3[CH:31]=[CH:30][C:29]([NH:28][C:25](=[O:27])[CH3:26])=[CH:34][CH:33]=3)=[CH:3]\1)=[CH:10][CH:9]=[CH:8][CH:7]=2)[C:19]1[CH:24]=[CH:23][CH:22]=[CH:21][CH:20]=1. Reported procedure: The title compound was prepared from (Z)-4-(4-chloroquinolin-2(1H)-ylidene)-3-benzyl-1H-pyrazol-5(4H)-one and 4-actamidothiophenol using a procedure analogous to the one described in Example 6. 1H NMR (400 MHz, DMSO-D6) δ ppm 2.94 (s, 2H) 2.11 (s, 3H) 6.77 (s, 1H) 7.23-7.32 (m, 3H) 7.42-7.50 (m, 2H) 7.65-7.69 (m, 3H) 7.83-7.93 (m, 3H) 7.99 (d, J=8.08 Hz, 1H) 8.16 (d, J=8.34 Hz, 1H) 10.35 (s, 1H); ESI-MS: m/z calc'd for C27H22N4O2S 466.15. found 467.4 (M+H)+.